This data is from the Open Reaction Database (ORD), a public repository of structured organic reaction records. The task is: describe an organic reaction: reactants, conditions, products, and yield Reactants: O=C(F)F, F, O=C=Nc1cccc(C(F)(F)F)c1. The product is O=C(F)Nc1cccc(C(F)(F)F)c1. As a reaction SMILES: [C:15]([F:16])([F:17])=[O:18].[FH:14].[N:1](=[C:2]=[O:3])[c:4]1[cH:5][c:6]([C:10]([F:11])([F:12])[F:13])[cH:7][cH:8][cH:9]1>>[NH:1]([C:2](=[O:3])[F:17])[c:4]1[cH:5][c:6]([C:10]([F:11])([F:12])[F:13])[cH:7][cH:8][cH:9]1. The reactants are C[Al](C)C, ClCCl, CCOC(=O)Cc1cc(C(N)=O)sc1N. Product: NC(=O)c1cc2c(s1)NC(=O)C2. As a reaction SMILES: [CH3:16][Al:17]([CH3:18])[CH3:19].[Cl:20][CH2:21][Cl:22].[NH2:1][c:2]1[s:3][c:4]([C:13]([NH2:14])=[O:15])[cH:5][c:6]1[CH2:7][C:8](=[O:9])[O:10][CH2:11][CH3:12]>>[NH:1]1[c:2]2[s:3][c:4]([C:13]([NH2:14])=[O:15])[cH:5][c:6]2[CH2:7][C:8]1=[O:9]. The reactants are FC1=CC=C(C=C1)C=1C=C(NC1C1=CC=C(C=C1)F)SC(F)(F)F (4,5-bis(4-fluorophenyl)-2-(trifluoromethylthio)pyrrole), C(C)(=O)OC(C)=O (acetic anhydride). Reaction conditions: time 2 day. The product is C(C)(=O)N1C(=CC(=C1C1=CC=C(C=C1)F)C1=CC=C(C=C1)F)SC(F)(F)F (1-Acetyl-4,5-bis(4-fluorophenyl)-2-(trifluoromethylthio)pyrrole). Reaction SMILES: [F:1][C:2]1[CH:7]=[CH:6][C:5]([C:8]2[CH:9]=[C:10]([S:20][C:21]([F:24])([F:23])[F:22])[NH:11][C:12]=2[C:13]2[CH:18]=[CH:17][C:16]([F:19])=[CH:15][CH:14]=2)=[CH:4][CH:3]=1.[C:25](OC(=O)C)(=[O:27])[CH3:26]>>[C:25]([N:11]1[C:12]([C:13]2[CH:14]=[CH:15][C:16]([F:19])=[CH:17][CH:18]=2)=[C:8]([C:5]2[CH:4]=[CH:3][C:2]([F:1])=[CH:7][CH:6]=2)[CH:9]=[C:10]1[S:20][C:21]([F:23])([F:22])[F:24])(=[O:27])[CH3:26]. Procedure details: A mixture of 1.8 g. of 4,5-bis(4-fluorophenyl)-2-(trifluoromethylthio)pyrrole and 25 ml. of acetic anhydride was heated at reflux with stirring under nitrogen for 2 days and then concentrated under vacuum. The residue was purified by chromatography on Silic AR CC-7 (eluting with hexane and then hexane/toluene) to give 400 mg. of a colorless solid product. Recrystallization from ethanol/H2O gave an analytical sample, m.p. 75°-76° C. Starting materials: OC=1C=CC2=C(C=CS2)C1 (5-hydroxy benzothiophene), C(C)[SiH](CC)CC (triethylsilane), C(C)[SiH](CC)CC (triethylsilane). Solvent: C(=O)(C(F)(F)F)O (TFA). Conditions: temperature 55 celsius, time 24 hour. Yields the product OC=1C=CC2=C(CCS2)C1 (5-Hydroxy-2,3-dihydrobenzothiophene). Isolated yield 46.4%. RXN SMILES: [OH:1][C:2]1[CH:3]=[CH:4][C:5]2[S:9][CH:8]=[CH:7][C:6]=2[CH:10]=1.C([SiH](CC)CC)C>C(O)(C(F)(F)F)=O>[OH:1][C:2]1[CH:3]=[CH:4][C:5]2[S:9][CH2:8][CH2:7][C:6]=2[CH:10]=1. Procedure details: To a warm mixture of 5-hydroxy benzothiophene (10.0 g, 66.58 mmole) (Fieser & Kennelly, J. Amer. Chem. Soc., Vol. 57, pp 1611-1614, (1935)) in 100 mL TFA was added triethylsilane (19.35 g, 166.45 mmole, 2.5 eq.) The resulting purple solution was heated to 55° C. under N2 overnight. After 24 hours a sample removed for NMR analysis showed the reaction to be about 80% complete. Much of the original purple color had also been discharged at this point. An additional portion of triethylsilane (3.9 g, ...